From a dataset of the Open Reaction Database (ORD), a public repository of structured organic reaction records. describe an organic reaction: reactants, conditions, products, and yield Reactants: C1(O)=CC(O)=CC=C1 (resorcinol), ClC1=NC(=NC(=N1)C1=CC=C(C=C1)OC1=CC=CC=C1)C1=CC=C(C=C1)OC1=CC=CC=C1 (2-chloro-4,6-bis(4-phenoxyphenyl)-1,3,5-triazine), [Cl-].[Al+3].[Cl-].[Cl-] (aluminum chloride), C1(O)=CC(O)=CC=C1 (resorcinol). Solvent: ClC1=CC=CC=C1 (chlorobenzene). Run at temperature 85 celsius, time 1 hour. Yields the product OC1=C(C=CC(=C1)O)C1=NC(=NC(=N1)C1=CC=C(C=C1)OC1=CC=CC=C1)C1=CC=C(C=C1)OC1=CC=CC=C1 (2-(2,4-dihydroxyphenyl)-4,6-bis(4-phenoxyphenyl)-1,3,5-triazine). Yield: 74.3%. RXN SMILES: Cl[C:2]1[N:7]=[C:6]([C:8]2[CH:13]=[CH:12][C:11]([O:14][C:15]3[CH:20]=[CH:19][CH:18]=[CH:17][CH:16]=3)=[CH:10][CH:9]=2)[N:5]=[C:4]([C:21]2[CH:26]=[CH:25][C:24]([O:27][C:28]3[CH:33]=[CH:32][CH:31]=[CH:30][CH:29]=3)=[CH:23][CH:22]=2)[N:3]=1.[Cl-].[Al+3].[Cl-].[Cl-].[C:38]1([CH:45]=[CH:44][CH:43]=[C:41]([OH:42])[CH:40]=1)[OH:39]>ClC1C=CC=CC=1>[OH:39][C:38]1[CH:40]=[C:41]([OH:42])[CH:43]=[CH:44][C:45]=1[C:2]1[N:7]=[C:6]([C:8]2[CH:13]=[CH:12][C:11]([O:14][C:15]3[CH:20]=[CH:19][CH:18]=[CH:17][CH:16]=3)=[CH:10][CH:9]=2)[N:5]=[C:4]([C:21]2[CH:26]=[CH:25][C:24]([O:27][C:28]3[CH:33]=[CH:32][CH:31]=[CH:30][CH:29]=3)=[CH:23][CH:22]=2)[N:3]=1 |f:1.2.3.4|. Reported procedure: A mixture of 5.9 gm of 2-chloro-4,6-bis(4-phenoxyphenyl)-1,3,5-triazine, 2.6 gm aluminum chloride and 1.6 gm of resorcinol in 25 ml chlorobenzene was heated under nitrogen at 85° C. for 3 hr. An additional 0.17 gm resorcinol was added, and the heating continued for another 1 hr. The reaction mixture was cooled to room temperature, and quenched with water. The precipitated product was filtered, washed with water, and dried to give 5.1 gm of crude 2-(2,4-dihydroxyphenyl)-4,6-bis(4-phenoxyphenyl)-1... Starting materials: C(C)(=O)OCC (ethyl acetate), C[O-].[Na+] (sodium methoxide), Cl.C(C=C)OC(=O)N1[C@@H](C[C@@H](C1)SC(C1=CC=CC=C1)(C1=CC=CC=C1)C1=CC=CC=C1)CC(N)=N ((2R,4S)-1-allyloxycarbonyl-2-amidinomethyl-4-(triphenylmethylthio)pyrrolidine hydrochloride), CN(C=CC=O)C (3-dimethylaminoacrylaldehyde). The solvent is O (water), CO (methanol), CO (methanol). Yields the product C(C=C)OC(=O)N1[C@@H](C[C@@H](C1)SC(C1=CC=CC=C1)(C1=CC=CC=C1)C1=CC=CC=C1)CC1=NC=CC=N1 ((2R,4S)-1-allyloxycarbonyl-2-(pyrimidin-2-ylmethyl)-4-(triphenylmethylthio) pyrrolidine). Isolated yield 7.5%. RXN SMILES: C[O-].[Na+].Cl.[CH2:5]([O:8][C:9]([N:11]1[CH2:15][C@@H:14]([S:16][C:17]([C:30]2[CH:35]=[CH:34][CH:33]=[CH:32][CH:31]=2)([C:24]2[CH:29]=[CH:28][CH:27]=[CH:26][CH:25]=2)[C:18]2[CH:23]=[CH:22][CH:21]=[CH:20][CH:19]=2)[CH2:13][C@H:12]1[CH2:36][C:37](=[NH:39])[NH2:38])=[O:10])[CH:6]=[CH2:7].CN(C)[CH:42]=[CH:43][CH:44]=O.C(OCC)(=O)C>CO.O>[CH2:5]([O:8][C:9]([N:11]1[CH2:15][C@@H:14]([S:16][C:17]([C:30]2[CH:35]=[CH:34][CH:33]=[CH:32][CH:31]=2)([C:24]2[CH:25]=[CH:26][CH:27]=[CH:28][CH:29]=2)[C:18]2[CH:23]=[CH:22][CH:21]=[CH:20][CH:19]=2)[CH2:13][C@H:12]1[CH2:36][C:37]1[N:38]=[CH:44][CH:43]=[CH:42][N:39]=1)=[O:10])[CH:6]=[CH2:7] |f:0.1,2.3|. Procedure details: To a solution of 28% sodium methoxide in methanol solution (104 mg) in methanol (10 ml) were added (2R,4S)-1-allyloxycarbonyl-2-amidinomethyl-4-(triphenylmethylthio)pyrrolidine hydrochloride (1.0 g) and 3-dimethylaminoacrylaldehyde (190 mg). After stirring under reflux for 8 hours, the solution was poured into a mixture of ethyl acetate and water. The separated organic layer was washed with aqueous sodium chloride solution, dried over magnesium sulfate and evaporated. The residue was subjected t... Procedure details: 1-(3-Fluoro-4-methoxyphenyl)-2-phenyl-ethan-1-one oxime (from Example 2, Step 2) (2.50 g, 9.64 mmol) and anhydrous THF (100 mL) under a nitrogen blanket, was cooled to -20° C., and n-butyllithium (1.6N, 15.0 mL) was added, via syringe, over 20 minutes, keeping the reaction temperature <-10° C. The deep red suspension was stirred at -20° C. for 1 hour, warmed to room temperature, and stirred at room temperature for 1 hour. Acetic anhydride (1.1 mL, 11.6 mmol) was added in one portion, and the yel... Solvent: C1CCOC1 (THF). The product is FC=1C=C(C=CC1OC)C1=NOC(C1C1=CC=CC=C1)(C)O (3-(3-fluoro-4-methoxyphenyl)-4-hydrido-5-hydroxy-4-phenyl-5-methylisoxazole). Reactants: Cl (hydrochloric acid), FC=1C=C(C=CC1OC)C(CC1=CC=CC=C1)=NO (1-(3-fluoro-4-methoxyphenyl)-2-phenyl-ethan-1-one oxime), C(C)(=O)OC(C)=O (Acetic anhydride), C(CCC)[Li] (n-butyllithium). Run at temperature -20 celsius, time 1 hour. Reaction SMILES: [F:1][C:2]1[CH:3]=[C:4]([C:10](=[N:18][OH:19])[CH2:11][C:12]2[CH:17]=[CH:16][CH:15]=[CH:14][CH:13]=2)[CH:5]=[CH:6][C:7]=1[O:8][CH3:9].C([Li])CCC.[C:25](OC(=O)C)(=[O:27])[CH3:26].Cl>C1COCC1>[F:1][C:2]1[CH:3]=[C:4]([C:10]2[CH:11]([C:12]3[CH:13]=[CH:14][CH:15]=[CH:16][CH:17]=3)[C:25]([OH:27])([CH3:26])[O:19][N:18]=2)[CH:5]=[CH:6][C:7]=1[O:8][CH3:9]. Isolated yield 33.9%. Reactants: C(CC\C=C\CCCCCC\C=C\CCC(=O)OCC)(=O)OCC (diethyl hexadeca-4E,12E-diene-1,16-dioate), O (water), CC(C)([O-])C.[K+] (potassium t-butoxide), C(C)(=O)O (acetic acid). The solvent is C1(=CC=CC=C1)C (toluene), C1(=CC=CC=C1)C (toluene). Product: O=C1CC/C=C/CCCCCC/C=C/CC1C(=O)OCC (ethyl 15-oxocyclopentadeca-3E,11E-dienecarboxylate). RXN SMILES: CC(C)([O-])C.[K+].[C:7]([O:28][CH2:29][CH3:30])(=[O:27])[CH2:8][CH2:9]/[CH:10]=[CH:11]/[CH2:12][CH2:13][CH2:14][CH2:15][CH2:16][CH2:17]/[CH:18]=[CH:19]/[CH2:20][CH2:21][C:22]([O:24]CC)=O.C(O)(=O)C.O>C1(C)C=CC=CC=1>[O:24]=[C:22]1[CH:8]([C:7]([O:28][CH2:29][CH3:30])=[O:27])[CH2:9][CH:10]=[CH:11][CH2:12][CH2:13][CH2:14][CH2:15][CH2:16][CH2:17][CH:18]=[CH:19][CH2:20][CH2:21]1 |f:0.1|. Reported procedure: To a flask containing a solution of potassium t-butoxide (6.30 g, 61.1 mmole) in toluene (80 ml), heated to reflux, was added slowly (via syringe pump over 15 hours) a solution of diethyl hexadeca-4E,12E-diene-1,16-dioate (4.32 g, 12.8 mmole) in toluene (10 ml). After the addition was complete the mixture was maintained at reflux for an additional 5 hours. The reaction mixture was cooled to room temperature and to the mixture was added acetic acid and then water. To the mixture was then added di... The reactants are O=C(n1ccnc1)n1ccnc1, Cn1nc(C(=O)O)c2ccccc21, CN(C)C=O, NCC1(O)CN2CCC1CC2, C1CCOC1. Product: Cn1nc(C(=O)NCC2(O)CN3CCC2CC3)c2ccccc21. Reaction SMILES: [C:14]([n:15]1[cH:16][cH:17][n:18][cH:19]1)([n:20]1[cH:21][cH:22][n:23][cH:24]1)=[O:25].[CH3:1][n:2]1[n:3][c:4]([C:11](=[O:12])[OH:13])[c:5]2[cH:6][cH:7][cH:8][cH:9][c:10]12.[CH3:42][N:43]([CH3:44])[CH:45]=[O:46].[NH2:26][CH2:27][C:28]1([OH:36])[CH2:29][N:30]2[CH2:31][CH2:32][CH:33]1[CH2:34][CH2:35]2.[O:37]1[CH2:38][CH2:39][CH2:40][CH2:41]1>>[CH3:1][n:2]1[n:3][c:4]([C:11](=[O:13])[NH:26][CH2:27][C:28]2([OH:36])[CH2:29][N:30]3[CH2:31][CH2:32][CH:33]2[CH2:34][CH2:35]3)[c:5]2[cH:6][cH:7][cH:8][cH:9][c:10]12. The reactants are OC1CCN(CC1)C#N (4-hydroxypiperidine-1-carbonitrile), ONC(C(C)C)=N (N-hydroxyisobutyrimidamide), Cl (HCl). The reagents and catalysts are [Cl-].[Zn+2].[Cl-] (zinc chloride). Solvent: C(C)O (ethanol), C(C)(=O)OCC (ethyl acetate). Run at time 30 minute. The product is C(C)(C)C1=NOC(=N1)N1CCC(CC1)O (1-(3-isopropyl-1,2,4-oxadiazol-5-yl)piperidin-4-ol). Isolated yield 35.2%. Reaction SMILES: [OH:1][CH:2]1[CH2:7][CH2:6][N:5]([C:8]#[N:9])[CH2:4][CH2:3]1.[OH:10][NH:11][C:12](=N)[CH:13]([CH3:15])[CH3:14].Cl>C(OCC)(=O)C.C(O)C.[Cl-].[Zn+2].[Cl-]>[CH:13]([C:12]1[N:9]=[C:8]([N:5]2[CH2:6][CH2:7][CH:2]([OH:1])[CH2:3][CH2:4]2)[O:10][N:11]=1)([CH3:15])[CH3:14] |f:5.6.7|. Reported procedure: To a solution of 4-hydroxypiperidine-1-carbonitrile (1 g, 7.93 mmol) and N-hydroxyisobutyrimidamide (0.972 g, 9.51 mmol) in ethyl acetate (40 mL) was added zinc chloride (1 M in Et2O, 9.5 mL, 9.5 mmol) dropwise at rt under argon. Precipitate formed immediately, and the reaction mixture was stirred at rt for 30 min. The solid was collected via filtering, rinsed several times with ether. The solid was dissolved in concentrated HCl (4 mL, 132 mmol), diluted with ethanol (8 mL), and refluxed for 1 h... Starting materials: N (NH3), C(C)(=O)OC(C)=O (acetic anhydride), C(C)(=O)[O-].[Na+] (sodium acetate), C1CN[C@@H]2CC3=CNC4=CC=CC([C@H]2C1)=C34 (ergoline). Solvent: C(C)(=O)O (acetic acid). Reaction conditions: time 8 hour. Yields the product OCC1=C2C[C@H]3NCCC[C@@H]3C=3C=CC=C(N1)C32 (2-hydroxy methyl ergoline). RXN SMILES: [CH2:1]1[CH2:15][C@H:14]2[C@@H:4]([CH2:5][C:6]3[C:16]4[C:9](=[CH:10][CH:11]=[CH:12][C:13]2=4)[NH:8][CH:7]=3)[NH:3][CH2:2]1.[C:17](OC(=O)C)(=[O:19])C.C([O-])(=O)C.[Na+].N>C(O)(=O)C>[OH:19][CH2:17][C:7]1[NH:8][C:9]2[C:16]3[C:6]=1[CH2:5][C@@H:4]1[C@@H:14]([C:13]=3[CH:12]=[CH:11][CH:10]=2)[CH2:15][CH2:1][CH2:2][NH:3]1 |f:2.3|. Procedure details: 1.0 mmol of ergoline is dissolved in 10 ml of glacial acetic acid. 5 ml (0.05 mol) of acetic anhydride and 0.8 g (0.01 mol) of anhydrous sodium acetate are added and allowed to stir overnight at room temperature. For working up, ice is added, it is stirred for 30 minutes and mixed with NH3 solution. After extraction with dichloromethane, drying of the organic phases on Na2SO4 and removal of the solvent in a vacuum, the raw product is obtained which is further purified by crystallization or chrom... Reactants: COC1=CC(=C(C(=C1)OC)C(C)=O)S ((4',6'-dimethoxy-2'-mercaptophenyl) ethanone), enamine. Run in CO (methanol). Yields the product material, COC1=CC(=CC2=C1C(CC1(CCCCC1)S2)=O)OC (5,7-Dimethoxyspiro[2H-1-benzothiin-2,1'-cyclohexan]-4(3H)-one). Yield: 143.9%. As a reaction SMILES: [CH3:1][O:2][C:3]1[CH:8]=[C:7]([O:9][CH3:10])[C:6]([C:11](=[O:13])[CH3:12])=[C:5]([SH:14])[CH:4]=1>CO>[CH3:10][O:9][C:7]1[C:6]2[C:11](=[O:13])[CH2:12][C:3]3([S:14][C:5]=2[CH:4]=[C:3]([O:2][CH3:1])[CH:8]=1)[CH2:8][CH2:7][CH2:6][CH2:5][CH2:4]3. Procedure details: A solution of (4',6'-dimethoxy-2'-mercaptophenyl) ethanone (prepared in Preparation 77) (0.53 g, 2.5 mmol) and cyclohexanonepyrrolidine enamine (0.57 g, 3.73 mmol) in dry methanol (8 ml) is heated to reflux for 3 hours under nitrogen gas. The solvent is removed by distillation and the residue is dissolved in diethyl ether. The solution is washed with dilute hydrochloric acid and then saturated brine, dried, and the solvent is removed. The residue is placed on a silica gel column and eluted with ...